From a dataset of the Open Reaction Database (ORD), a public repository of structured organic reaction records. describe an organic reaction: reactants, conditions, products, and yield Reactants: C(C)OC(C1=CC=CC=C1)=C1C(NC2=CC=CC=C12)=O (3-(1-ethoxy-1-phenyl-methylidene)-2-indolinone), CN(CCS(=O)(=O)NC1=CC=C(N)C=C1)C (4-(2-dimethylamino-ethylsulphonylamino)-aniline). Yields the product CN(CCS(=O)(=O)NC1=CC=C(C=C1)N\C(\C1=CC=CC=C1)=C\1/C(NC2=CC=CC=C12)=O)C ((Z)-3-{1-[4-(2-dimethylamino-ethylsulphonylamino)-phenylamino]-1-phenyl-methylidene}-2-indolinone). RXN SMILES: C(O[C:4](=[C:11]1[C:19]2[C:14](=[CH:15][CH:16]=[CH:17][CH:18]=2)[NH:13][C:12]1=[O:20])[C:5]1[CH:10]=[CH:9][CH:8]=[CH:7][CH:6]=1)C.[CH3:21][N:22]([CH3:36])[CH2:23][CH2:24][S:25]([NH:28][C:29]1[CH:35]=[CH:34][C:32]([NH2:33])=[CH:31][CH:30]=1)(=[O:27])=[O:26]>>[CH3:21][N:22]([CH3:36])[CH2:23][CH2:24][S:25]([NH:28][C:29]1[CH:35]=[CH:34][C:32]([NH:33]/[C:4](=[C:11]2\[C:12](=[O:20])[NH:13][C:14]3[C:19]\2=[CH:18][CH:17]=[CH:16][CH:15]=3)/[C:5]2[CH:6]=[CH:7][CH:8]=[CH:9][CH:10]=2)=[CH:31][CH:30]=1)(=[O:27])=[O:26]. Procedure: Prepared analogously to Example 39 from 3-(1-ethoxy-1-phenyl-methylidene)-2-indolinone and 4-(2-dimethylamino-ethylsulphonylamino)-aniline. The reactants are O=C=NC(=O)c1ccccc1, ClCCl, NC1CCCc2sccc21. Yields the product O=C(NC(=O)c1ccccc1)NC1CCCc2sccc21. RXN SMILES: [C:1]([c:2]1[cH:3][cH:4][cH:5][cH:6][cH:7]1)(=[O:8])[N:9]=[C:10]=[O:11].[CH2:22]([Cl:23])[Cl:24].[s:12]1[c:13]2[c:14]([cH:15][cH:16]1)[CH:17]([NH2:21])[CH2:18][CH2:19][CH2:20]2>>[C:1]([c:2]1[cH:3][cH:4][cH:5][cH:6][cH:7]1)(=[O:8])[NH:9][C:10](=[O:11])[NH:21][CH:17]1[c:14]2[c:13]([s:12][cH:16][cH:15]2)[CH2:20][CH2:19][CH2:18]1. Reaction SMILES: [CH2:1]([c:2]1[cH:3][cH:4][cH:5][cH:6][cH:7]1)[O:8][c:9]1[c:10]2[n:11][cH:12][n:13]([CH2:18][C:19](=[O:20])[O:21][CH3:22])[c:14]2[n:15][cH:16][n:17]1.[CH3:26][OH:27].[ClH:25].[Na+:24].[OH-:23]>>[CH2:1]([c:2]1[cH:3][cH:4][cH:5][cH:6][cH:7]1)[O:8][c:9]1[c:10]2[n:11][cH:12][n:13]([CH2:18][C:19](=[O:20])[OH:21])[c:14]2[n:15][cH:16][n:17]1. Starting materials: COC(=O)Cn1cnc2c(OCc3ccccc3)ncnc21, CO, Cl, [Na+], [OH-]. Yields the product O=C(O)Cn1cnc2c(OCc3ccccc3)ncnc21. Starting materials: C(N)(=O)C=1NC=[NH+]C1[O-] (4-carbamoylimidazolium-5-olate), aqueous solution, C([O-])([O-])=O.[Na+].[Na+] (sodium carbonate), C1OC=2C=C(C(=O)Cl)C=CC2O1 (3,4-methylenedioxybenzoylchloride). Solvent: C1(=CC=CC=C1)C (toluene). Conditions: time 4 hour. Yields the product C1OC=2C=C(C(=O)OC=3N=CNC3C(N)=O)C=CC2O1 (5-carbamoyl-1H-imidazol-4-yl 3,4-methylenedioxybenzoate). Reaction SMILES: [C:1]([C:4]1[NH:5][CH:6]=[NH+:7][C:8]=1[O-:9])(=[O:3])[NH2:2].C(=O)([O-])[O-].[Na+].[Na+].[CH2:16]1[O:27][C:26]2[CH:25]=[CH:24][C:20]([C:21](Cl)=[O:22])=[CH:19][C:18]=2[O:17]1>C1(C)C=CC=CC=1>[CH2:16]1[O:27][C:26]2[CH:25]=[CH:24][C:20]([C:21]([O:9][C:8]3[N:7]=[CH:6][NH:5][C:4]=3[C:1](=[O:3])[NH2:2])=[O:22])=[CH:19][C:18]=2[O:17]1 |f:1.2.3|. Procedure details: To a mixture of 1.27 g of 4-carbamoylimidazolium-5-olate in 42.4 g of 10% aqueous solution of sodium carbonate was added 7.38 g of 3,4-methylenedioxybenzoylchloride in 20 ml of toluene at room temperature. After addition was over, the mixture was stirred for 4 hours. Then the separated crystals were filtered off, washed with water and toluene, dried in vacuo to give 5-carbamoyl-1H-imidazol-4-yl 3,4-methylenedioxybenzoate, m.p. 206.5°-208° C. (dec.). Reactants: COc1c(NC(=O)c2cc3cccc(N)c3s2)cc(C(C)(C)C)cc1NS(C)(=O)=O, CC(C)(C)OC(=O)N1CCN(S(=O)(=O)c2ccc(C(=O)O)cc2)CC1, ClCCCl, CN(C)C=O, O, On1nnc2ccccc21. Yields the product COc1c(NC(=O)c2cc3cccc(NC(=O)c4ccc(S(=O)(=O)N5CCN(C(=O)OC(C)(C)C)CC5)cc4)c3s2)cc(C(C)(C)C)cc1NS(C)(=O)=O. As a reaction SMILES: [C:1]([CH3:2])([CH3:3])([CH3:4])[c:5]1[cH:6][c:7]([NH:26][S:27](=[O:28])(=[O:29])[CH3:30])[c:8]([O:24][CH3:25])[c:9]([NH:11][C:12](=[O:13])[c:14]2[cH:15][c:16]3[c:17]([s:18]2)[c:19]([NH2:23])[cH:20][cH:21][cH:22]3)[cH:10]1.[C:31]([CH3:32])([CH3:33])([CH3:34])[O:35][C:36](=[O:37])[N:38]1[CH2:39][CH2:40][N:41]([S:44](=[O:45])(=[O:46])[c:47]2[cH:48][cH:49][c:50]([C:53](=[O:54])[OH:55])[cH:51][cH:52]2)[CH2:42][CH2:43]1.[CH2:66]([Cl:67])[CH2:68][Cl:69].[O:70]=[CH:71][N:72]([CH3:73])[CH3:74].[OH2:75].[OH:56][n:57]1[c:58]2[c:59]([cH:60][cH:61][cH:62][cH:63]2)[n:64][n:65]1>>[C:1]([CH3:2])([CH3:3])([CH3:4])[c:5]1[cH:6][c:7]([NH:26][S:27](=[O:28])(=[O:29])[CH3:30])[c:8]([O:24][CH3:25])[c:9]([NH:11][C:12](=[O:13])[c:14]2[cH:15][c:16]3[c:17]([s:18]2)[c:19]([NH:23][C:53]([c:50]2[cH:49][cH:48][c:47]([S:44]([N:41]4[CH2:40][CH2:39][N:38]([C:36]([O:35][C:31]([CH3:32])([CH3:33])[CH3:34])=[O:37])[CH2:43][CH2:42]4)(=[O:45])=[O:46])[cH:52][cH:51]2)=[O:54])[cH:20][cH:21][cH:22]3)[cH:10]1.